This data is from the Open Reaction Database (ORD), a public repository of structured organic reaction records. The task is: describe an organic reaction: reactants, conditions, products, and yield The reactants are CCOc1cc(OC(C)C)c(F)c(C(Nc2ccc(-c3noc(C)n3)cc2)c2nc(Br)cn2C(c2ccccc2)(c2ccccc2)c2ccccc2)c1, CCOc1cc(OC(C)C)c(F)c(C(Nc2ccc(-c3noc(C)n3)cc2)c2nc(-c3ccccc3C(F)(F)F)cn2C(c2ccccc2)(c2ccccc2)c2ccccc2)c1, OB(O)c1cn[nH]c1. Yields the product CCOc1cc(OC(C)C)c(F)c(C(Nc2ccc(-c3noc(C)n3)cc2)c2nc(-c3cn[nH]c3)cn2C(c2ccccc2)(c2ccccc2)c2ccccc2)c1. Reaction SMILES: [Br:63][c:64]1[n:65][c:66]([CH:88]([NH:89][c:90]2[cH:91][cH:92][c:93](-[c:96]3[n:97][o:98][c:99]([CH3:101])[n:100]3)[cH:94][cH:95]2)[c:102]2[c:103]([F:115])[c:104]([O:111][CH:112]([CH3:113])[CH3:114])[cH:105][c:106]([O:108][CH2:109][CH3:110])[cH:107]2)[n:67]([C:69]([c:70]2[cH:71][cH:72][cH:73][cH:74][cH:75]2)([c:76]2[cH:77][cH:78][cH:79][cH:80][cH:81]2)[c:82]2[cH:83][cH:84][cH:85][cH:86][cH:87]2)[cH:68]1.[CH2:1]([O:2][c:3]1[cH:4][c:5]([O:6][CH:7]([CH3:8])[CH3:9])[c:10]([F:11])[c:12]([CH:13]([c:14]2[n:15]([C:16]([c:17]3[cH:18][cH:19][cH:20][cH:21][cH:22]3)([c:23]3[cH:24][cH:25][cH:26][cH:27][cH:28]3)[c:29]3[cH:30][cH:31][cH:32][cH:33][cH:34]3)[cH:35][c:36](-[c:37]3[cH:38][cH:39][cH:40][cH:41][c:42]3[C:43]([F:44])([F:45])[F:46])[n:47]2)[NH:48][c:49]2[cH:50][cH:51][c:52](-[c:53]3[n:54][c:55]([CH3:56])[o:57][n:58]3)[cH:59][cH:60]2)[cH:61]1)[CH3:62].[nH:116]1[n:117][cH:118][c:119]([B:121]([OH:122])[OH:123])[cH:120]1>>[c:64]1(-[c:119]2[cH:118][n:117][nH:116][cH:120]2)[n:65][c:66]([CH:88]([NH:89][c:90]2[cH:91][cH:92][c:93](-[c:96]3[n:97][o:98][c:99]([CH3:101])[n:100]3)[cH:94][cH:95]2)[c:102]2[c:103]([F:115])[c:104]([O:111][CH:112]([CH3:113])[CH3:114])[cH:105][c:106]([O:108][CH2:109][CH3:110])[cH:107]2)[n:67]([C:69]([c:70]2[cH:71][cH:72][cH:73][cH:74][cH:75]2)([c:76]2[cH:77][cH:78][cH:79][cH:80][cH:81]2)[c:82]2[cH:83][cH:84][cH:85][cH:86][cH:87]2)[cH:68]1. Reactants: C1(C=2C(C(N1CCCCNC1COC3=CC=CC(=C3C1)OC)=O)=CC=CC2)=O (3-[N-(4-phthalimidobutyl)amino]-5-methoxychroman), C1(C=2C(C(N1CCNC1COC3=CC=CC(=C3C1)OC)=O)=CC=CC2)=O (3-[N-(2-phthalimidoethyl)amino]-5-methoxychroman). Reaction SMILES: C1(=O)N(C[CH2:7][CH2:8][CH2:9][NH:10][CH:11]2[CH2:20][C:19]3[C:14](=[CH:15][CH:16]=[CH:17][C:18]=3[O:21][CH3:22])[O:13][CH2:12]2)C(=O)C2=CC=CC=C12.[C:29]1(=[O:54])[N:33]([CH2:34][CH2:35]NC2CC3C(=CC=CC=3OC)OC2)[C:32](=[O:49])[C:31]2=[CH:50][CH:51]=[CH:52][CH:53]=[C:30]12>>[CH2:9]([N:10]([CH:11]1[CH2:20][C:19]2[C:14](=[CH:15][CH:16]=[CH:17][C:18]=2[O:21][CH3:22])[O:13][CH2:12]1)[CH2:35][CH2:34][N:33]1[C:29](=[O:54])[C:30]2=[CH:53][CH:52]=[CH:51][CH:50]=[C:31]2[C:32]1=[O:49])[CH2:8][CH3:7]. Procedure details: Using the procedure described in Example 2, but replacing the compound of Example 1 by the compound of Example 5, the expected product is obtained. Product: C(CC)N(CCN1C(C=2C(C1=O)=CC=CC2)=O)C2COC1=CC=CC(=C1C2)OC (3-[N-propyl-N-(2-phthalimidoethyl)amino]-5-methoxychroman). Isolated yield 70.0%. The reactants are CCOC(=O)C(Cc1ccc(OCCc2ccc(NS(=O)(=O)Cc3ccccc3)cc2)cc1)OCC, CO, ClCCl, [Li+], [OH-], O. The product is CCOC(Cc1ccc(OCCc2ccc(NS(=O)(=O)Cc3ccccc3)cc2)cc1)C(=O)O. Reaction SMILES: [CH2:1]([CH3:2])[O:3][C:4]([CH:5]([CH2:6][c:7]1[cH:8][cH:9][c:10]([O:13][CH2:14][CH2:15][c:16]2[cH:17][cH:18][c:19]([NH:22][S:23](=[O:24])(=[O:25])[CH2:26][c:27]3[cH:28][cH:29][cH:30][cH:31][cH:32]3)[cH:20][cH:21]2)[cH:11][cH:12]1)[O:33][CH2:34][CH3:35])=[O:36].[CH3:39][OH:40].[Cl:41][CH2:42][Cl:43].[Li+:37].[OH-:38].[OH2:44]>>[O:3]=[C:4]([CH:5]([CH2:6][c:7]1[cH:8][cH:9][c:10]([O:13][CH2:14][CH2:15][c:16]2[cH:17][cH:18][c:19]([NH:22][S:23](=[O:24])(=[O:25])[CH2:26][c:27]3[cH:28][cH:29][cH:30][cH:31][cH:32]3)[cH:20][cH:21]2)[cH:11][cH:12]1)[O:33][CH2:34][CH3:35])[OH:36]. The reactants are C(C)(C)(C)OC(=O)N[C@@H]1CNC[C@@H]1C ((3S,4S)-3-(tert-butoxycarbonyl)amino-4-methylpyrrolidine), CC=1C(=C(C(=O)OCC)C=C(C1F)F)F (ethyl 3-methyl-2,4,5-trifluorobenzoate), N12CCCCCC2=NCCC1 (1,8-diazabicyclo[5.4.0]undeca-7-ene), resultant mixture, C(CC(O)(C(=O)O)CC(=O)O)(=O)O (citric acid). Solvent: CS(=O)C (dimethyl sulfoxide). The product is C(C)(C)(C)OC(=O)N[C@@H]1CN(C[C@@H]1C)C1=C(C(=C(C(=O)OCC)C=C1F)F)C (Ethyl 4-[(3S,4S)-3-(tert-butoxycarbonyl)amino-4-methylpyrrolidin-1-yl]-2,5-difluoro-3-methylbenzoate). Yield: 70.2%. Reaction SMILES: [C:1]([O:5][C:6]([NH:8][C@H:9]1[C@@H:13]([CH3:14])[CH2:12][NH:11][CH2:10]1)=[O:7])([CH3:4])([CH3:3])[CH3:2].[CH3:15][C:16]1[C:17]([F:29])=[C:18]([CH:24]=[C:25]([F:28])[C:26]=1F)[C:19]([O:21][CH2:22][CH3:23])=[O:20].N12CCCN=C1CCCCC2.C(O)(=O)CC(CC(O)=O)(C(O)=O)O>CS(C)=O>[C:1]([O:5][C:6]([NH:8][C@H:9]1[C@@H:13]([CH3:14])[CH2:12][N:11]([C:26]2[C:25]([F:28])=[CH:24][C:18]([C:19]([O:21][CH2:22][CH3:23])=[O:20])=[C:17]([F:29])[C:16]=2[CH3:15])[CH2:10]1)=[O:7])([CH3:4])([CH3:2])[CH3:3]. Reported procedure: A solution of (3S,4S)-3-(tert-butoxycarbonyl)amino-4-methylpyrrolidine (1.80 g, 8.97 mmol), ethyl 3-methyl-2,4,5-trifluorobenzoate (2.18 g, 10.0 mmol), and 1,8-diazabicyclo[5.4.0]undeca-7-ene (DBU) (2.24 mL, 15 mmol) in dimethyl sulfoxide (20 mL) was stirred under a nitrogen atmosphere at an external temperature of 60° C. for 70 hours. The temperature of the mixture was cooled to room temperature. The resultant mixture was poured to a 10% aqueous citric acid solution, followed by extraction with... Starting materials: CN(C(=O)OC(C)(C)C)C(Cc1ccc2ccccc2c1)C(=O)O, CCN(C(C)C)C(C)C, CCN=C=NCCCN(C)C, CNCCc1ccccc1NS(=O)(=O)c1ccccc1, CN(C)C=O, CCOC(C)=O, ClCCl, Cl, On1nnc2cccnc21. Product: CN(CCc1ccccc1NS(=O)(=O)c1ccccc1)C(=O)C(Cc1ccc2ccccc2c1)N(C)C(=O)OC(C)(C)C. As a reaction SMILES: [C:1]([CH3:2])([CH3:3])([CH3:4])[O:5][C:6](=[O:7])[N:8]([CH3:9])[CH:10]([C:11](=[O:12])[OH:13])[CH2:14][c:15]1[cH:16][c:17]2[cH:18][cH:19][cH:20][cH:21][c:22]2[cH:23][cH:24]1.[CH2:67]([N:68]([CH:69]([CH3:70])[CH3:71])[CH:72]([CH3:73])[CH3:74])[CH3:75].[CH3:36][N:37]([CH3:38])[CH2:39][CH2:40][CH2:41][N:42]=[C:43]=[N:44][CH2:45][CH3:46].[CH3:47][NH:48][CH2:49][CH2:50][c:51]1[c:52]([NH:57][S:58](=[O:59])(=[O:60])[c:61]2[cH:62][cH:63][cH:64][cH:65][cH:66]2)[cH:53][cH:54][cH:55][cH:56]1.[CH3:79][N:80]([CH3:81])[CH:82]=[O:83].[CH3:84][CH2:85][O:86][C:87](=[O:88])[CH3:89].[Cl:76][CH2:77][Cl:78].[ClH:35].[OH:25][n:26]1[c:27]2[n:28][cH:29][cH:30][cH:31][c:32]2[n:33][n:34]1>>[C:1]([CH3:2])([CH3:3])([CH3:4])[O:5][C:6](=[O:7])[N:8]([CH3:9])[CH:10]([C:11](=[O:13])[N:48]([CH3:47])[CH2:49][CH2:50][c:51]1[c:52]([NH:57][S:58](=[O:59])(=[O:60])[c:61]2[cH:62][cH:63][cH:64][cH:65][cH:66]2)[cH:53][cH:54][cH:55][cH:56]1)[CH2:14][c:15]1[cH:16][c:17]2[cH:18][cH:19][cH:20][cH:21][c:22]2[cH:23][cH:24]1.